This data is from the Open Reaction Database (ORD), a public repository of structured organic reaction records. The task is: describe an organic reaction: reactants, conditions, products, and yield The reactants are Fc1cc(Br)cc(Br)c1, COCCOC, CC1(C)OB(c2ccc(F)cc2C#N)OC1(C)C. The product is N#Cc1cc(F)ccc1-c1cc(F)cc(Br)c1. As a reaction SMILES: [Br:19][c:20]1[cH:21][c:22]([Br:27])[cH:23][c:24]([F:26])[cH:25]1.[CH3:28][O:29][CH2:30][CH2:31][O:32][CH3:33].[F:1][c:2]1[cH:3][cH:4][c:5]([B:10]2[O:11][C:12]([CH3:13])([CH3:14])[C:15]([CH3:16])([CH3:17])[O:18]2)[c:6]([C:7]#[N:8])[cH:9]1>>[F:1][c:2]1[cH:3][cH:4][c:5](-[c:22]2[cH:21][c:20]([Br:19])[cH:25][c:24]([F:26])[cH:23]2)[c:6]([C:7]#[N:8])[cH:9]1. Reactants: CC(C)C(NC(=O)OC(C)(C)C)C(=O)O, CC(C)CC(NC(=O)OC(C)(C)C)C(=O)NC(Cc1ccccc1)C(=O)OCc1ccccc1, ClCCl, C(=NC1CCCCC1)=NC1CCCCC1, O=C(O)C(F)(F)F, On1nnc2ccccc21. The product is CC(C)CC(NC(=O)C(NC(=O)OC(C)(C)C)C(C)C)C(=O)NC(Cc1ccccc1)C(=O)OCc1ccccc1. Reaction SMILES: [C:42](=[O:43])([O:44][C:45]([CH3:46])([CH3:47])[CH3:48])[NH:49][CH:50]([CH:51]([CH3:52])[CH3:53])[C:54]([OH:55])=[O:56].[CH2:1]([c:2]1[cH:3][cH:4][cH:5][cH:6][cH:7]1)[O:8][C:9]([CH:10]([NH:11][C:12]([CH:13]([NH:14][C:15](=[O:16])[O:17][C:18]([CH3:19])([CH3:20])[CH3:21])[CH2:22][CH:23]([CH3:24])[CH3:25])=[O:26])[CH2:27][c:28]1[cH:29][cH:30][cH:31][cH:32][cH:33]1)=[O:34].[CH2:82]([Cl:83])[Cl:84].[CH:67]1([N:68]=[C:69]=[N:70][CH:71]2[CH2:72][CH2:73][CH2:74][CH2:75][CH2:76]2)[CH2:77][CH2:78][CH2:79][CH2:80][CH2:81]1.[OH:35][C:36]([C:37]([F:38])([F:39])[F:40])=[O:41].[OH:57][n:58]1[c:59]2[c:60]([cH:61][cH:62][cH:63][cH:64]2)[n:65][n:66]1>>[CH2:1]([c:2]1[cH:3][cH:4][cH:5][cH:6][cH:7]1)[O:8][C:9]([CH:10]([NH:11][C:12]([CH:13]([NH:14][C:15](=[O:16])[CH:50]([NH:49][C:42](=[O:43])[O:44][C:45]([CH3:46])([CH3:47])[CH3:48])[CH:51]([CH3:52])[CH3:53])[CH2:22][CH:23]([CH3:24])[CH3:25])=[O:26])[CH2:27][c:28]1[cH:29][cH:30][cH:31][cH:32][cH:33]1)=[O:34]. Reactants: C(C)(=O)[O-].[Na+] (sodium acetate), CN(C=O)C (dimethylformamide), P(=O)(Cl)(Cl)Cl (phosphorus oxychloride), CC=1NC=C(C1)C (2,4-dimethylpyrrole). Run in O (water), ClCCCl (1,2-dichloroethane), C(Cl)Cl (CH2Cl2). Reaction conditions: temperature 0 celsius. Yields the product C(=O)C=1NC(=CC1C)C (2-formyl-3,5-dimethylpyrrole). Yield: 80.3%. As a reaction SMILES: CN(C)[CH:3]=[O:4].P(Cl)(Cl)(Cl)=O.[CH3:11][C:12]1[NH:13][CH:14]=[C:15]([CH3:17])[CH:16]=1.C([O-])(=O)C.[Na+]>ClCCCl.O.C(Cl)Cl>[CH:3]([C:14]1[NH:13][C:12]([CH3:11])=[CH:16][C:15]=1[CH3:17])=[O:4] |f:3.4|. Reported procedure: To dimethylformamide (4.5 mL, 57.8 mmol) under argon at 0° C. was added phosphorus oxychloride (57.8 mmol) dropwise over 5 min. The cooling bath was removed and after 15 min. 1,2-dichloroethane (15 mL) was added. The reaction mixture was again cooled to 0° C. and a solution of 2,4-dimethylpyrrole (52.6 mmol) in 1,2-dichloroethane (15 mL) was added dropwise over 15 min. The reaction was heated to reflux for 15 min, and then cooled to rt. A solution of sodium acetate (24 g) in water (75 mL) was ad... Reactants: C1CCNCC1, CCO, O=C1Nc2ccccc2C1=CNc1ccc(N2CCOCC2)cc1. Yields the product O=C1C(=CNc2ccc(N3CCOCC3)cc2)c2ccccc2N1CN1CCCCC1. Reaction SMILES: [CH2:25]1[CH2:26][CH2:27][NH:28][CH2:29][CH2:30]1.[CH3:31][CH2:32][OH:33].[O:1]1[CH2:2][CH2:3][N:4]([c:7]2[cH:8][cH:9][c:10]([NH:13][CH:14]=[C:15]3[C:16](=[O:24])[NH:17][c:18]4[cH:19][cH:20][cH:21][cH:22][c:23]43)[cH:11][cH:12]2)[CH2:5][CH2:6]1>>[O:1]1[CH2:2][CH2:3][N:4]([c:7]2[cH:8][cH:9][c:10]([NH:13][CH:14]=[C:15]3[C:16](=[O:24])[N:17]([CH2:31][N:28]4[CH2:27][CH2:26][CH2:25][CH2:30][CH2:29]4)[c:18]4[cH:19][cH:20][cH:21][cH:22][c:23]43)[cH:11][cH:12]2)[CH2:5][CH2:6]1.